From a dataset of the Open Reaction Database (ORD), a public repository of structured organic reaction records. describe an organic reaction: reactants, conditions, products, and yield The reactants are CCOC(=O)CC1CC2(CCN(C(=O)C=Cc3ccccc3C(F)(F)F)CC2)c2c(Br)cccc21, C1CCOC1, CO, [Li+], [OH-], O, O. The product is O=C(O)CC1CC2(CCN(C(=O)C=Cc3ccccc3C(F)(F)F)CC2)c2c(Br)cccc21. Reaction SMILES: [Br:1][c:2]1[cH:3][cH:4][cH:5][c:6]2[c:10]1[C:9]1([CH2:8][CH:7]2[CH2:30][C:31](=[O:32])[O:33][CH2:34][CH3:35])[CH2:11][CH2:12][N:13]([C:16]([CH:17]=[CH:18][c:19]2[c:20]([C:25]([F:26])([F:27])[F:28])[cH:21][cH:22][cH:23][cH:24]2)=[O:29])[CH2:14][CH2:15]1.[CH2:39]1[O:40][CH2:41][CH2:42][CH2:43]1.[CH3:44][OH:45].[Li+:37].[OH-:36].[OH2:38].[OH2:46]>>[Br:1][c:2]1[cH:3][cH:4][cH:5][c:6]2[c:10]1[C:9]1([CH2:8][CH:7]2[CH2:30][C:31](=[O:32])[OH:33])[CH2:11][CH2:12][N:13]([C:16]([CH:17]=[CH:18][c:19]2[c:20]([C:25]([F:26])([F:27])[F:28])[cH:21][cH:22][cH:23][cH:24]2)=[O:29])[CH2:14][CH2:15]1. The reactants are TEA, NC=1SC=C(N1)C (2-amino-4-methylthiazole), ClC(=O)OC1=CC=CC=C1 (phenyl chloroformate). The solvent is C(Cl)Cl (DCM). The product is CC=1N=C(SC1)NC(OC1=CC=CC=C1)=O (phenyl 4-methylthiazol-2-ylcarbamate). Isolated yield 51.2%. Reaction SMILES: [NH2:1][C:2]1[S:3][CH:4]=[C:5]([CH3:7])[N:6]=1.Cl[C:9]([O:11][C:12]1[CH:17]=[CH:16][CH:15]=[CH:14][CH:13]=1)=[O:10]>C(Cl)Cl>[CH3:7][C:5]1[N:6]=[C:2]([NH:1][C:9](=[O:10])[O:11][C:12]2[CH:17]=[CH:16][CH:15]=[CH:14][CH:13]=2)[S:3][CH:4]=1. Reported procedure: Step 1 A solution of 2-amino-4-methylthiazole (11.42 g, 0.10 mol) in DCM was cooled to 0° C. and treated with TEA (12.1 g, 0.12 mol), then phenyl chloroformate (15.6 g, 0.10 mol) was added dropwise with stirring. The mixture was stirred for 10 minutes, then was washed with NaHCO3 (aq), water and brine, and dried and concentrated. The residue was purified by column chromatography (eluting with 60:40 hexane-EtOAc) to give phenyl 4-methylthiazol-2-ylcarbamate as a white solid (12 g, 51%). 1H NMR (3... The reactants are ClC=1C=C(C=CC1F)N1N=C(C=C1C1=CC(=CC(=C1)OC(F)(F)F)F)C(=O)O (1-(3-chloro-4-fluorophenyl)-5-(3-fluoro-5-trifluoromethoxyphenyl)-1H-pyrazole-3-carboxylic acid), O.[OH-].[Li+] (lithium hydroxide monohydrate). The product is ClC=1C=C(C=CC1F)N1N=C(C=C1C1=CC(=CC(=C1)OC(F)F)F)C(=O)O (1-(3-chloro-4-fluorophenyl)-5-(3-fluoro-5-difluoromethoxyphenyl)-1H-pyrazole-3-carboxylic acid). Reaction SMILES: [Cl:1][C:2]1[CH:3]=[C:4]([N:9]2[C:13]([C:14]3[CH:19]=[C:18]([O:20][C:21](F)([F:23])[F:22])[CH:17]=[C:16]([F:25])[CH:15]=3)=[CH:12][C:11]([C:26]([OH:28])=[O:27])=[N:10]2)[CH:5]=[CH:6][C:7]=1[F:8].O.[OH-].[Li+]>>[Cl:1][C:2]1[CH:3]=[C:4]([N:9]2[C:13]([C:14]3[CH:19]=[C:18]([O:20][CH:21]([F:23])[F:22])[CH:17]=[C:16]([F:25])[CH:15]=3)=[CH:12][C:11]([C:26]([OH:28])=[O:27])=[N:10]2)[CH:5]=[CH:6][C:7]=1[F:8] |f:1.2.3|. Procedure details: The intermediate product is hydrolyzed in a manner analogous to the synthesis of the compound from example 8A with 0.40 g (9.52 mmol) of lithium hydroxide monohydrate. This produces 0.34 g (88% of theoretical yield) of the title compound. The reactants are C(=O)OCC (Ethyl formate), C[Si](C)(C)C[Mg]Cl (trimethylsilylmethyl magnesium chloride), Cl.[NH4+] (ammonium hydrochloride). Solvent: C(C)OCC (diethyl ether). Yields the product C[Si](CC(C[Si](C)(C)C)O)(C)C (1,3-bis(trimethylsilyl)-2-propanol). Isolated yield 70.0%. RXN SMILES: C([O:3][CH2:4][CH3:5])=O.[CH3:6][Si:7]([CH2:10][Mg]Cl)([CH3:9])[CH3:8].Cl.[NH4+]>C(OCC)C>[CH3:6][Si:7]([CH3:10])([CH3:9])[CH2:8][CH:4]([OH:3])[CH2:5][Si:7]([CH3:9])([CH3:8])[CH3:6] |f:2.3|. Procedure: Ethyl formate (0.1 mol) was slowly added to 0.3 mol of trimethylsilylmethyl magnesium chloride solution dissolved in diethyl ether which was contained in a 500 ml flask. The mixture was allowed to react under reflux for about 24 hours. After hydrolyzing the reactant using ammonium hydrochloride solution, the obtained reaction product was separated and purified by a vacuum distillation and a 70 percent yield was obtained. The structure of the obtained distillates was analyzed using NMR and a spec... Reactants: C(C)N1N=CC(=C1)S(=O)(=O)N1C[C@]2(CC3=C(C=C2CC1)N(N=C3)C3=CC=C(C=C3)F)C(=O)OC ((R)-methyl 6-((1-ethyl-1H-pyrazol-4-yl)sulfonyl)-1-(4-fluorophenyl)-4,4a,5,6,7,8-hexahydro-1H-pyrazolo[3,4-g]isoquinoline-4a-carboxylate), BrC1=NC=CC(=C1)C(F)(F)F (2-Bromo-4-(trifluoromethyl)pyridine), C(CCC)[Li] (butyllithium), O (Water). The solvent is O1CCCC1 (tetrahydrofuran), O1CCCC1 (tetrahydrofuran), O1CCCC1 (tetrahydrofuran). Run at temperature -78 celsius, time 45 minute. Yields the product C(C)N1N=CC(=C1)S(=O)(=O)N1C[C@]2(CC3=C(C=C2CC1)N(N=C3)C3=CC=C(C=C3)F)C(=O)C3=NC=CC(=C3)C(F)(F)F ((R)-(6-((1-ethyl-1H-pyrazol-4-yl)sulfonyl)-1-(4-fluorophenyl)-4,4a,5,6,7,8-hexahydro-1H-pyrazolo[3,4-g]isoquinolin-4a-yl)(4-(trifluoromethyl)pyridin-2-yl)methanone). Isolated yield 8.5%. RXN SMILES: Br[C:2]1[CH:7]=[C:6]([C:8]([F:11])([F:10])[F:9])[CH:5]=[CH:4][N:3]=1.C([Li])CCC.[CH2:17]([N:19]1[CH:23]=[C:22]([S:24]([N:27]2[CH2:36][CH2:35][C:34]3[C@:29]([C:47](OC)=[O:48])([CH2:30][C:31]4[CH:39]=[N:38][N:37]([C:40]5[CH:45]=[CH:44][C:43]([F:46])=[CH:42][CH:41]=5)[C:32]=4[CH:33]=3)[CH2:28]2)(=[O:26])=[O:25])[CH:21]=[N:20]1)[CH3:18].O>O1CCCC1>[CH2:17]([N:19]1[CH:23]=[C:22]([S:24]([N:27]2[CH2:36][CH2:35][C:34]3[C@:29]([C:47]([C:2]4[CH:7]=[C:6]([C:8]([F:11])([F:10])[F:9])[CH:5]=[CH:4][N:3]=4)=[O:48])([CH2:30][C:31]4[CH:39]=[N:38][N:37]([C:40]5[CH:41]=[CH:42][C:43]([F:46])=[CH:44][CH:45]=5)[C:32]=4[CH:33]=3)[CH2:28]2)(=[O:25])=[O:26])[CH:21]=[N:20]1)[CH3:18]. Procedure details: 2-Bromo-4-(trifluoromethyl)pyridine (171 μl, 1.382 mmol) in dry tetrahydrofuran (1 mL) was added to butyllithium (2.5 M in Hexanes) (885 μl, 1.416 mmol) in dry tetrahydrofuran (2 mL) at −78° C. The reaction mixture was stirred at −78° C. for 45 minutes, then a solution of (R)-methyl 6-((1-ethyl-1H-pyrazol-4-yl)sulfonyl)-1-(4-fluorophenyl)-4,4a,5,6,7,8-hexahydro-1H-pyrazolo[3,4-g]isoquinoline-4a-carboxylate (220 mg, 0.453 mmol) in dry tetrahydrofuran (2 mL) was added dropwise and the reaction mix... The reactants are FC=1C=C(C=C(C1)F)CC(=O)N[C@@H](C)C(=O)O (N-(3,5-difluorophenylacetyl)-L-alanine), solid, Cl.COC([C@@H](N)CCCCN(C)C)=O (Nε,Nε-dimethyl-L-lysine methyl ester hydrochloride). Run in CO.C(Cl)Cl (MeOH DCM). Product: FC=1C=C(C=C(C1)F)CC(=O)N[C@@H](C)C(=O)N[C@H](C(=O)OC)CCCCN(C)C (Methyl N-[N-(3,5-Difluorophenylacetyl)-L-alaninyl]-(S)-2-amino-6-(N,N-dimethylamino)hexanoate). As a reaction SMILES: [F:1][C:2]1[CH:3]=[C:4]([CH2:9][C:10]([NH:12][C@H:13]([C:15]([OH:17])=O)[CH3:14])=[O:11])[CH:5]=[C:6]([F:8])[CH:7]=1.Cl.[CH3:19][O:20][C:21](=[O:31])[C@H:22]([CH2:24][CH2:25][CH2:26][CH2:27][N:28]([CH3:30])[CH3:29])[NH2:23]>CO.C(Cl)Cl>[F:8][C:6]1[CH:5]=[C:4]([CH2:9][C:10]([NH:12][C@H:13]([C:15]([NH:23][C@@H:22]([CH2:24][CH2:25][CH2:26][CH2:27][N:28]([CH3:30])[CH3:29])[C:21]([O:20][CH3:19])=[O:31])=[O:17])[CH3:14])=[O:11])[CH:3]=[C:2]([F:1])[CH:7]=1 |f:1.2,3.4|. Procedure details: Following General Procedure A and using N-(3,5-difluorophenylacetyl)-L-alanine (from Example B2 above) and Nε,Nε-dimethyl-L-lysine methyl ester hydrochloride (Bachem), the title compound was prepared as a solid (mp=123-126° C.). The reaction was monitored by tlc (Rf=0.22 in 10% MeOH/DCM+1% TEA) and the product was purified by silica gel column chromatography. Starting materials: NC1=C(NC2=CC=C(C=C2)NC2=C(C=CC=C2)N)C=CC=C1 (1,4-bis(2-aminoanilino)benzene), C1(=CC=CC=C1)OC(C1=CC=C(C=C1)O)=O (phenyl-4-hydroxybenzoate), C1(=CC=CC=C1)S(=O)(=O)C1=CC=CC=C1 (diphenylsulfone), C1(=CC=CC=C1)C (toluene). Run at temperature 150 celsius. Product: C1(=CC=C(C=C1)N1C(=NC2=C1C=CC=C2)C2=CC=C(C=C2)O)N2C(=NC1=C2C=CC=C1)C1=CC=C(C=C1)O (1,1'-(1,4-Phenylene)-bis[2-(4-hydroxyphenyl)benzimidazole]). Yield: 55.0%. RXN SMILES: [NH2:1][C:2]1[CH:22]=[CH:21][CH:20]=[CH:19][C:3]=1[NH:4][C:5]1[CH:10]=[CH:9][C:8]([NH:11][C:12]2[CH:17]=[CH:16][CH:15]=[CH:14][C:13]=2[NH2:18])=[CH:7][CH:6]=1.C1(O[C:30](=O)[C:31]2[CH:36]=[CH:35][C:34]([OH:37])=[CH:33][CH:32]=2)C=CC=CC=1.C1(S(C2C=CC=CC=2)(=O)=[O:46])C=CC=CC=1.[C:54]1([CH3:60])[CH:59]=[CH:58][CH:57]=[CH:56][CH:55]=1>>[C:5]1([N:4]2[C:3]3[CH:19]=[CH:20][CH:21]=[CH:22][C:2]=3[N:1]=[C:30]2[C:31]2[CH:32]=[CH:33][C:34]([OH:37])=[CH:35][CH:36]=2)[CH:6]=[CH:7][C:8]([N:11]2[C:12]3[CH:17]=[CH:16][CH:15]=[CH:14][C:13]=3[N:18]=[C:60]2[C:54]2[CH:59]=[CH:58][C:57]([OH:46])=[CH:56][CH:55]=2)=[CH:9][CH:10]=1. Reported procedure: A mixture of 1,4-bis(2-aminoanilino)benzene (28.73g, 0.099 mol), phenyl-4-hydroxybenzoate (42.96g, 0.201 mol), diphenylsulfone (126.45g), and toluene (100 ml) was heated under a nitrogen atmosphere for three hours at 150° C. The toluene was removed and the temperature increased to 290° C. and maintained for two hours. A vacuum was subsequently applied and maintained for one hour. The cooled purple reaction mixture was poured into warm toluene, and the solid recovered by filtration. The crude sol...